This data is from the Open Reaction Database (ORD), a public repository of structured organic reaction records. The task is: describe an organic reaction: reactants, conditions, products, and yield Reactants: [Si](C)(C)(C(C)(C)C)OCC=1C=C(C=CC1OC(F)(F)F)N (3-(tert-Butyldimethylsilanyloxymethyl)-4-trifluoromethoxyphenyl amine), ClC(Cl)(OC(OC(Cl)(Cl)Cl)=O)Cl (triphosgene), C1(CCCCC1)C1=CC=C(C=C1)NCC1=CC=C(C(=O)NC=2N=NNN2)C=C1 (4-[(4-cyclohexylphenylamino)methyl]-N-(2H-tetrazol-5-yl)benzamide), ClC(Cl)(OC(OC(Cl)(Cl)Cl)=O)Cl (Triphosgene), C(C)(C)N(CC)C(C)C (diisopropylethylamine), 4-[(4-cyclohexylhenylamino)methyl]-N-(2H-tetrazol-5-yl)benzamide. Solvent: C1(=CC=CC=C1)C (toluene), ClCCl (dichloromethane), CN(C)C=O (DMF), ClCCl (dichloromethane). Run at temperature 80 celsius, time 2 hour. Yields the product [Si](C)(C)(C(C)(C)C)OCC=1C=C(C=CC1OC(F)(F)F)NC(N(C1=CC=C(C=C1)C1CCCCC1)CC1=CC=C(C(=O)NC=2N=NNN2)C=C1)=O (4-[3-[3-(tert-butyldimethylsilanyloxymethyl)-4-tri-fluoromethoxyphenyl]-1-(4-cyclohexylphenyl)ureidomethyl]-N-(2H-tetrazol-5-yl)benzamide). Isolated yield 43.2%. RXN SMILES: ClC(Cl)(O[C:5](=[O:11])OC(Cl)(Cl)Cl)Cl.[Si:13]([O:20][CH2:21][C:22]1[CH:23]=[C:24]([NH2:33])[CH:25]=[CH:26][C:27]=1[O:28][C:29]([F:32])([F:31])[F:30])([C:16]([CH3:19])([CH3:18])[CH3:17])([CH3:15])[CH3:14].C(N(C(C)C)CC)(C)C.[CH:43]1([C:49]2[CH:54]=[CH:53][C:52]([NH:55][CH2:56][C:57]3[CH:70]=[CH:69][C:60]([C:61]([NH:63][C:64]4[N:65]=[N:66][NH:67][N:68]=4)=[O:62])=[CH:59][CH:58]=3)=[CH:51][CH:50]=2)[CH2:48][CH2:47][CH2:46][CH2:45][CH2:44]1>ClCCl.CN(C=O)C.C1(C)C=CC=CC=1>[Si:13]([O:20][CH2:21][C:22]1[CH:23]=[C:24]([NH:33][C:5](=[O:11])[N:55]([CH2:56][C:57]2[CH:58]=[CH:59][C:60]([C:61]([NH:63][C:64]3[N:65]=[N:66][NH:67][N:68]=3)=[O:62])=[CH:69][CH:70]=2)[C:52]2[CH:51]=[CH:50][C:49]([CH:43]3[CH2:48][CH2:47][CH2:46][CH2:45][CH2:44]3)=[CH:54][CH:53]=2)[CH:25]=[CH:26][C:27]=1[O:28][C:29]([F:31])([F:32])[F:30])([C:16]([CH3:19])([CH3:18])[CH3:17])([CH3:15])[CH3:14]. Reported procedure: Triphosgene (0.09 g, 0.31 mmol) was dissolved in dichloromethane (2 mL) under nitrogen and cooled on ice. 3-(tert-Butyldimethylsilanyloxymethyl)-4-trifluoromethoxyphenyl amine (0.3 g, 0.93 mmol) was evaporated twice with toluene and dissolved in dichloromethane (2 mL) and diisopropylethylamine (0.32 mL, 1.86 mmol) was added. This solution was then added to the solution of triphosgene, and after 2 hours at room temperature a slurry of 4-[(4-cyclohexylphenylamino)methyl]-N-(2H-tetrazol-5-yl)benzam... The reactants are C1(=CC=CC=C1)S(=O)CC(=O)O (phenylsulfinylacetic acid), NC1[C@@H]2N(C(=C(CS2)COC)C(=O)O)C1=O (7-amino-3-methoxymethyl-3-cephem-4-carboxylic acid). Product: C1(=CC=CC=C1)S(=O)CC(=O)NC1[C@@H]2N(C(=C(CS2)COC)C(=O)O)C1=O (7-(phenylsulfinylacetamido)-3-methoxymethyl-3-cephem-4-carboxylic acid). RXN SMILES: [C:1]1([S:7]([CH2:9][C:10]([OH:12])=O)=[O:8])[CH:6]=[CH:5][CH:4]=[CH:3][CH:2]=1.[NH2:13][CH:14]1[C:27](=[O:28])[N:16]2[C:17]([C:24]([OH:26])=[O:25])=[C:18]([CH2:21][O:22][CH3:23])[CH2:19][S:20][C@H:15]12>>[C:1]1([S:7]([CH2:9][C:10]([NH:13][CH:14]2[C:27](=[O:28])[N:16]3[C:17]([C:24]([OH:26])=[O:25])=[C:18]([CH2:21][O:22][CH3:23])[CH2:19][S:20][C@H:15]23)=[O:12])=[O:8])[CH:2]=[CH:3][CH:4]=[CH:5][CH:6]=1. Procedure: 368 mg. of phenylsulfinylacetic acid and 7-amino-3-methoxymethyl-3-cephem-4-carboxylic acid were reacted in the same manner as described in Example 28 and 320 mg. of 7-(phenylsulfinylacetamido)-3-methoxymethyl-3-cephem-4-carboxylic acid were obtained. Reactants: C1[C@@H]2[C@H]1C(C=C1CC[C@H]3[C@@H]4CCC([C@@]4(C)CC[C@@H]3[C@@]21C)=O)=O (1β,2β-methylene-4-androstene-3,17-dione), C[C@H]1[C@H]2[C@@H]3CCC([C@@]3(C)CC[C@@H]2[C@]2([C@H]3[C@@H](C(C=C2C1)=O)C3)C)=O (7α-methyl-1β,2β-methylene-4-androstene-3,17-dione), C[C@H]1C[C@H]2[C@@H]3CCC([C@@]3(C)CC[C@@H]2[C@]2([C@H]3[C@@H](C(C=C12)=O)C3)C)=O (6α-methyl-1β,2β-methylene-4-androstene-3,17-dione). The product is C[C@@H]1CC(C=C2C[C@H]([C@H]3[C@@H]4CCC([C@@]4(C)CC[C@@H]3[C@@]12C)=O)C)=O (1β,7α-dimethyl-4-androstene-3,17-dione), C[C@@H]1CC(C=C2[C@H](C[C@H]3[C@@H]4CCC([C@@]4(C)CC[C@@H]3[C@@]12C)=O)C)=O (1β,6α-dimethyl-4-androstene-3,17-dione). As a reaction SMILES: [CH3:1][C@@H:2]1[CH2:19][C:18]2[C@:13]([CH3:22])([C@@H:14]3[CH2:21][C@@H:15]3[C:16](=[O:20])[CH:17]=2)[C@@H:12]2[C@@H:3]1[C@H:4]1[C@@:8]([CH2:10][CH2:11]2)([CH3:9])[C:7](=[O:23])[CH2:6][CH2:5]1.[CH3:24][C@@H:25]1[C:42]2[C@:37]([CH3:45])([C@@H:38]3[CH2:44][C@@H:39]3[C:40](=[O:43])[CH:41]=2)[C@@H:36]2[C@H:27]([C@H:28]3[C@@:32]([CH2:34][CH2:35]2)([CH3:33])[C:31](=[O:46])[CH2:30][CH2:29]3)[CH2:26]1.C1[C@@H]2C(=O)C=C3[C@](C)([C@H]12)[C@@H]1[C@H]([C@H]2[C@@](CC1)(C)C(=O)CC2)CC3>>[CH3:21][C@H:14]1[C@@:13]2([CH3:22])[C:18]([CH2:19][C@@H:2]([CH3:1])[C@@H:3]3[C@@H:12]2[CH2:11][CH2:10][C@@:8]2([CH3:9])[C@H:4]3[CH2:5][CH2:6][C:7]2=[O:23])=[CH:17][C:16](=[O:20])[CH2:15]1.[CH3:44][C@H:38]1[C@@:37]2([CH3:45])[C:42]([C@@H:25]([CH3:24])[CH2:26][C@@H:27]3[C@@H:36]2[CH2:35][CH2:34][C@@:32]2([CH3:33])[C@H:28]3[CH2:29][CH2:30][C:31]2=[O:46])=[CH:41][C:40](=[O:43])[CH2:39]1. Procedure: Substituting 7α-methyl-1β,2β-methylene-4-androstene-3,17-dione and 6α-methyl-1β,2β-methylene-4-androstene-3,17-dione for the 1β,2β-methylene-4-androstene-3,17-dione above results in the preparation of 1β,7α-dimethyl-4-androstene-3,17-dione and 1β,6α-dimethyl-4-androstene-3,17-dione, respectively.